Task: describe an organic reaction: reactants, conditions, products, and yield. Dataset: the Open Reaction Database (ORD), a public repository of structured organic reaction records The reactants are COc1ccc(Cn2nnnc2C(=O)Nc2cc([N+](=O)[O-])cc(C(C)=O)c2O)cc1, CCO, Cl. The product is COc1ccc(Cn2nnnc2C(=O)Nc2cc(N)cc(C(C)=O)c2O)cc1, Cl. RXN SMILES: [C:1]([CH3:2])(=[O:3])[c:4]1[c:5]([OH:30])[c:6]([NH:7][C:8](=[O:9])[c:10]2[n:11][n:12][n:13][n:14]2[CH2:15][c:16]2[cH:17][cH:18][c:19]([O:22][CH3:23])[cH:20][cH:21]2)[cH:24][c:25]([N+:27]([O-:28])=[O:29])[cH:26]1.[CH3:32][CH2:33][OH:34].[ClH:31]>>[C:1]([CH3:2])(=[O:3])[c:4]1[c:5]([OH:30])[c:6]([NH:7][C:8](=[O:9])[c:10]2[n:11][n:12][n:13][n:14]2[CH2:15][c:16]2[cH:17][cH:18][c:19]([O:22][CH3:23])[cH:20][cH:21]2)[cH:24][c:25]([NH2:27])[cH:26]1.[ClH:31]. RXN SMILES: [CH3:30][C:31](=[O:32])[O:33][C:34](=[O:35])[CH3:36].[Cl:37][CH2:38][Cl:39].[NH2:1][c:2]1[cH:3][cH:4][c:5](-[n:8]2[c:9](-[c:23]3[c:24]([Cl:29])[cH:25][cH:26][cH:27][cH:28]3)[n:10][c:11]([C:14](=[O:15])[NH:16][N:17]3[CH2:18][CH2:19][CH2:20][CH2:21][CH2:22]3)[c:12]2[CH3:13])[cH:6][cH:7]1>>[NH:1]([c:2]1[cH:3][cH:4][c:5](-[n:8]2[c:9](-[c:23]3[c:24]([Cl:29])[cH:25][cH:26][cH:27][cH:28]3)[n:10][c:11]([C:14](=[O:15])[NH:16][N:17]3[CH2:18][CH2:19][CH2:20][CH2:21][CH2:22]3)[c:12]2[CH3:13])[cH:6][cH:7]1)[C:31]([CH3:30])=[O:32]. The reactants are CC(=O)OC(C)=O, ClCCl, Cc1c(C(=O)NN2CCCCC2)nc(-c2ccccc2Cl)n1-c1ccc(N)cc1. The product is CC(=O)Nc1ccc(-n2c(-c3ccccc3Cl)nc(C(=O)NN3CCCCC3)c2C)cc1. Starting materials: ClC=1C(=CC=2C(CCC(C2C1)(C)C)(C)C)C(C)O ((±)-1-(3-chloro-5,6,7,8-tetrahydro-5,5,8,8-tetramethylnaphthalen-2-yl)ethanol), P(Br)(Br)Br (phosphorus tribromide), C1(=CC=CC=C1)P(C1=CC=CC=C1)C1=CC=CC=C1 (triphenylphosphine), O (Water). Run in CCOCC (ether), CCCCCC (hexane). Reaction conditions: time 1.5 hour. Product: [Br-].ClC=1C(=CC=2C(CCC(C2C1)(C)C)(C)C)CC[P+](C1=CC=CC=C1)(C1=CC=CC=C1)C1=CC=CC=C1 ([(3-Chloro-5,6,7,8-tetrahydro-5,5,8,8-tetramethylnaphthalen-2-yl)ethan-1-yl]triphenylphosphonium Bromide). As a reaction SMILES: [Cl:1][C:2]1[C:3]([CH:16](O)[CH3:17])=[CH:4][C:5]2[C:6]([CH3:15])([CH3:14])[CH2:7][CH2:8][C:9]([CH3:13])([CH3:12])[C:10]=2[CH:11]=1.P(Br)(Br)[Br:20].O.[C:24]1([P:30]([C:37]2[CH:42]=[CH:41][CH:40]=[CH:39][CH:38]=2)[C:31]2[CH:36]=[CH:35][CH:34]=[CH:33][CH:32]=2)[CH:29]=[CH:28][CH:27]=[CH:26][CH:25]=1>CCOCC.CCCCCC>[Br-:20].[Cl:1][C:2]1[C:3]([CH2:16][CH2:17][P+:30]([C:31]2[CH:32]=[CH:33][CH:34]=[CH:35][CH:36]=2)([C:37]2[CH:42]=[CH:41][CH:40]=[CH:39][CH:38]=2)[C:24]2[CH:25]=[CH:26][CH:27]=[CH:28][CH:29]=2)=[CH:4][C:5]2[C:6]([CH3:15])([CH3:14])[CH2:7][CH2:8][C:9]([CH3:13])([CH3:12])[C:10]=2[CH:11]=1 |f:6.7|. Reported procedure: To a solution of 3.15 g (11.8 mmol) of (±)-1-(3-chloro-5,6,7,8-tetrahydro-5,5,8,8-tetramethylnaphthalen-2-yl)ethanol in ether and hexane stirring at 0° C. under argon, was added dropwise 31.9 g (11.2 mL, 118 mmol) of phosphorus tribromide and the mixture stirred 1.5 hours. Water was then carefully added and the mixture extracted with several portions of ether. The ether extracts were washed with water, sodium bicarbonate, brine, and dried (MgSO4). The solvent was removed in-vacuo and the residua... Reactants: COC(=O)c1c[nH]c(=O)c(Br)c1, O=C([O-])[O-], CI, [K+], [K+], CN(C)C=O. The product is COC(=O)c1cc(Br)c(=O)n(C)c1. Reaction SMILES: [Br:1][c:2]1[cH:3][c:4]([C:9](=[O:10])[O:11][CH3:12])[cH:5][nH:6][c:7]1=[O:8].[C:13](=[O:14])([O-:15])[O-:16].[CH3:19][I:20].[K+:17].[K+:18].[O:21]=[CH:22][N:23]([CH3:24])[CH3:25]>>[Br:1][c:2]1[cH:3][c:4]([C:9](=[O:10])[O:11][CH3:12])[cH:5][n:6]([CH3:13])[c:7]1=[O:8]. Reactants: C(C)(=O)OCC (ethyl acetate), aqueous solution, [Cl-].[NH4+] (ammonium chloride), C1(CCCCC1)OC1=C(C=C(C=C1)[N+](=O)[O-])NS(=O)(=O)C (N-(2-cyclohexyloxy-5-nitrophenyl)methanesulfonamide). Reagents/catalysts: [Fe] (iron). Solvent: O (water). Run at temperature 80 celsius. Yields the product NC=1C=CC(=C(C1)NS(=O)(=O)C)OC1CCCCC1 (N-(5-amino-2-cyclohexyloxyphenyl)methanesulfonamide). Isolated yield 80.9%. Reaction SMILES: [Cl-].[NH4+].[CH:3]1([O:9][C:10]2[CH:15]=[CH:14][C:13]([N+:16]([O-])=O)=[CH:12][C:11]=2[NH:19][S:20]([CH3:23])(=[O:22])=[O:21])[CH2:8][CH2:7][CH2:6][CH2:5][CH2:4]1.C(OCC)(=O)C>[Fe].O>[NH2:16][C:13]1[CH:14]=[CH:15][C:10]([O:9][CH:3]2[CH2:4][CH2:5][CH2:6][CH2:7][CH2:8]2)=[C:11]([NH:19][S:20]([CH3:23])(=[O:22])=[O:21])[CH:12]=1 |f:0.1|. Reported procedure: To 100 ml of an aqueous solution containing 5.0 g of ammonium chloride were added 98.0 g of N-(2-cyclohexyloxy-5-nitrophenyl)methanesulfonamide and 78.0 g of an iron powder with heating at 80° C. with stirring, followed by stirring for 2 hours. The reaction solution was cooled back to room temperature, and then ethyl acetate and water were added thereto. After extraction, the organic layer was successively washed with water and a saturated aqueous sodium chloride solution, and dried over anhydro... Starting materials: O[C@@H](C(=O)[O-])CCC1=CC=CC=C1 ((R)-2-hydroxy4-phenyl-butyrate), ethyl ester, [N+](=O)([O-])C1=CC=C(C(=O)O)C=C1 (p-nitrobenzoic acid), C1(=CC=CC=C1)P(C1=CC=CC=C1)C1=CC=CC=C1 (triphenylphosphine), N(=NC(=O)OCC)C(=O)OCC (diethyl azodicarboxylate). Run in O1CCCC1 (tetrahydrofuran). Conditions: temperature 4.5 celsius. Yields the product [N+](=O)([O-])C1=CC=C(C(=O)[C@@H](C(=O)OCC)CCC2=CC=CC=C2)C=C1 ((S)-2-[4-Nitrobenzoyl]-4-phenylbutyric acid, ethyl ester). Reaction SMILES: O[C@H:2]([CH2:6][CH2:7][C:8]1[CH:13]=[CH:12][CH:11]=[CH:10][CH:9]=1)[C:3]([O-:5])=[O:4].[N+:14]([C:17]1[CH:25]=[CH:24][C:20]([C:21]([OH:23])=O)=[CH:19][CH:18]=1)([O-:16])=[O:15].[C:26]1(P(C2C=CC=CC=2)C2C=CC=CC=2)C=CC=C[CH:27]=1.N(C(OCC)=O)=NC(OCC)=O>O1CCCC1>[N+:14]([C:17]1[CH:18]=[CH:19][C:20]([C:21]([C@H:2]([CH2:6][CH2:7][C:8]2[CH:13]=[CH:12][CH:11]=[CH:10][CH:9]=2)[C:3]([O:5][CH2:26][CH3:27])=[O:4])=[O:23])=[CH:24][CH:25]=1)([O-:16])=[O:15]. Procedure details: To a cold (ice bath) solution of commercially available (R)-2-hydroxy4-phenyl-butyrate, ethyl ester (1.86mL, 9.60 mmole), p-nitrobenzoic acid (6.42 g, 38.4mmole, 4 eq) and triphenylphosphine (10.07 g, 38.4 mmole, 4 eq.) in anhydrous tetrahydrofuran (110 mL) was added diethyl azodicarboxylate (6.05 mL, 38.4 mmole, 4 eq) dropwise over a period of 40 minutes keeping the internal temperature between 4 and 5° C. After stirring for one additional hour at 4-5° C., the ice bath was removed and the solut...